Dataset: the Open Reaction Database (ORD), a public repository of structured organic reaction records. Task: describe an organic reaction: reactants, conditions, products, and yield The reactants are OC1=CC=C(C=C1)CCCN1C=NC=C1 (1-[3-(4-hydroxyphenyl)propyl]imidazole), ClCC=1C=CC2=C(N=C(O2)C=2SC=CC2)C1 (5-chloromethyl-2-(2-thienyl)benzoxazole). The product is N1(C=NC=C1)CCCC1=CC=C(OCC=2C=CC3=C(N=C(O3)C=3SC=CC3)C2)C=C1 (5-[4-[3-(1-imidazolyl)propyl]phenoxymethyl]-2-(2-thienyl)benzoxazole). Isolated yield 53.0%. Reaction SMILES: [OH:1][C:2]1[CH:7]=[CH:6][C:5]([CH2:8][CH2:9][CH2:10][N:11]2[CH:15]=[CH:14][N:13]=[CH:12]2)=[CH:4][CH:3]=1.Cl[CH2:17][C:18]1[CH:19]=[CH:20][C:21]2[O:25][C:24]([C:26]3[S:27][CH:28]=[CH:29][CH:30]=3)=[N:23][C:22]=2[CH:31]=1>>[N:11]1([CH2:10][CH2:9][CH2:8][C:5]2[CH:6]=[CH:7][C:2]([O:1][CH2:17][C:18]3[CH:19]=[CH:20][C:21]4[O:25][C:24]([C:26]5[S:27][CH:28]=[CH:29][CH:30]=5)=[N:23][C:22]=4[CH:31]=3)=[CH:3][CH:4]=2)[CH:15]=[CH:14][N:13]=[CH:12]1. Procedure details: In substantially the same manner as in Working Example 109, 1-[3-(4-hydroxyphenyl)propyl]imidazole was allowed to react with 5-chloromethyl-2-(2-thienyl)benzoxazole to give 5-[4-[3-(1-imidazolyl)propyl]phenoxymethyl]-2-(2-thienyl)benzoxazole. The yield was 53%. Recrystallization from ethyl acetate-hexane gave colorless prisms, mp 130-131° C.